The task is: describe an organic reaction: reactants, conditions, products, and yield. This data is from the Open Reaction Database (ORD), a public repository of structured organic reaction records. Reactants: Cl (HCl), CO (methanol), BrCCCN1C=2C=CC(=CC2C=2C3=C(C(=CC12)C1=C(C=CC=C1)Cl)C(NC3=O)=O)O (6-(3-Bromopropyl)-4-(2-chlorophenyl)-9-hydroxypyrrolo[3,4-c]carbazole-1,3(2H,6H)-dione), C[O-].[Na+] (sodium methoxide). The solvent is O1CCOCC1 (p-dioxane). Product: anhydride, ClC1=C(C=CC=C1)C1=CC=2N(C=3C=CC(=CC3C2C2=C1C(OC2=O)=O)O)CCCOC (4-(2-chlorophenyl)-9-hydroxy-6-(3-methoxypropyl)-1H-furo[3,4-c]carbazole-1,3(6H)-dione). Reaction SMILES: Br[CH2:2][CH2:3][CH2:4][N:5]1[C:17]2[CH:16]=[C:15]([C:18]3[CH:23]=[CH:22][CH:21]=[CH:20][C:19]=3[Cl:24])[C:14]3[C:25](=[O:29])N[C:27](=[O:28])[C:13]=3[C:12]=2[C:11]2[CH:10]=[C:9]([OH:30])[CH:8]=[CH:7][C:6]1=2.[CH3:31][O-:32].[Na+].Cl.C[OH:36]>O1CCOCC1>[Cl:24][C:19]1[CH:20]=[CH:21][CH:22]=[CH:23][C:18]=1[C:15]1[C:14]2[C:25](=[O:36])[O:29][C:27](=[O:28])[C:13]=2[C:12]2[C:11]3[CH:10]=[C:9]([OH:30])[CH:8]=[CH:7][C:6]=3[N:5]([CH2:4][CH2:3][CH2:2][O:32][CH3:31])[C:17]=2[CH:16]=1 |f:1.2|. Reported procedure: A solution of the bromide (58) (50 mg, 0.103 mmol) prepared as described in example 172 and sodium methoxide (35.2 mg, 0.65 mmol) in methanol (0.5 mL) and p-dioxane (8 mL) was refluxed for 3 h. The solution was acidified with 2N HCl, extracted with ethyl acetate and the organic layer was dried, the drying agent was removed and the solution was concentrated to dryness and chromatographed on silica. Elution with ethyl acetate gave the anhydride, 4-(2-chlorophenyl)-9-hydroxy-6-(3-methoxypropyl)-1H-... The reactants are amide, C(C)(C)(C)OC(NC(CC1=CC=C(C=C1)OC1=CC=C(C=C1)CCC(N)=O)C(N(C)C)=O)=O ((2-{4-[4-(2-carbamoylethyl)-phenoxy]-phenyl}-1-dimethylcarbamoylethyl)-carbamic acid tert-butyl ester), C(Cl)Cl (CH2Cl2). Conditions: temperature 2.5 celsius, time 1 hour. Product: Cl.NC(C(=O)N(C)C)CC1=CC=C(C=C1)OC1=CC=C(C=C1)CCC(N)=O (2-amino-3-{4-[4-(2-carbamoyl-ethyl)-phenoxy]-phenyl}-N,N-dimethyl-propionamide hydochloride). RXN SMILES: C(OC(=O)[NH:7][CH:8]([C:28](=[O:32])[N:29]([CH3:31])[CH3:30])[CH2:9][C:10]1[CH:15]=[CH:14][C:13]([O:16][C:17]2[CH:22]=[CH:21][C:20]([CH2:23][CH2:24][C:25](=[O:27])[NH2:26])=[CH:19][CH:18]=2)=[CH:12][CH:11]=1)(C)(C)C.C(Cl)[Cl:35]>>[ClH:35].[NH2:7][CH:8]([CH2:9][C:10]1[CH:15]=[CH:14][C:13]([O:16][C:17]2[CH:18]=[CH:19][C:20]([CH2:23][CH2:24][C:25](=[O:27])[NH2:26])=[CH:21][CH:22]=2)=[CH:12][CH:11]=1)[C:28]([N:29]([CH3:31])[CH3:30])=[O:32] |f:2.3|. Reported procedure: The amide compound 11 (1.5 g) was dissolved in CH2Cl2 (30 mL) and cooled to 0-5° C. Hydrogen chloride gas was bubbled through this solution for 20 min. The bubbling was discontinued and the reaction mixture was stirred at room temperature for 1 h. The excess HCl was degassed and the CH2Cl2 was removed. The residual solid was triturated with EtOAc (2×50 mL), decanted, and dried to yield the desired compound 12 as a white amorphous solid that was extremely hygroscopic (1.0 g, 77%). 1H NMR (DMSO-d6... Starting materials: COC(=O)CNC(=O)Cc1ccc(-c2ccc(-c3nc(C(N)=O)c(C)nc3C)cc2)c(Cl)c1, CC(C)(C)O, Cl, [K+], [OH-]. Product: Cc1nc(C)c(-c2ccc(-c3ccc(CC(=O)NCC(=O)O)cc3Cl)cc2)nc1C(N)=O. RXN SMILES: [C:3]([NH2:4])(=[O:5])[c:6]1[c:7]([CH3:35])[n:8][c:9]([CH3:34])[c:10](-[c:12]2[cH:13][cH:14][c:15](-[c:18]3[c:19]([Cl:33])[cH:20][c:21]([CH2:24][C:25](=[O:26])[NH:27][CH2:28][C:29](=[O:30])[O:31][CH3:32])[cH:22][cH:23]3)[cH:16][cH:17]2)[n:11]1.[CH3:37][C:38]([OH:39])([CH3:40])[CH3:41].[ClH:36].[K+:2].[OH-:1]>>[C:3]([NH2:4])(=[O:5])[c:6]1[c:7]([CH3:35])[n:8][c:9]([CH3:34])[c:10](-[c:12]2[cH:13][cH:14][c:15](-[c:18]3[c:19]([Cl:33])[cH:20][c:21]([CH2:24][C:25](=[O:26])[NH:27][CH2:28][C:29](=[O:30])[OH:31])[cH:22][cH:23]3)[cH:16][cH:17]2)[n:11]1. Reactants: ClC(Cl)Cl, Cc1cc(C)nc(N(C(=O)Cl)c2cc(Cl)ccc2Cl)n1, N. The product is Cc1cc(C)nc(N(C(N)=O)c2cc(Cl)ccc2Cl)n1. As a reaction SMILES: [CH:22]([Cl:23])([Cl:24])[Cl:25].[Cl:1][C:2](=[O:3])[N:4]([c:5]1[c:6]([Cl:12])[cH:7][cH:8][c:9]([Cl:11])[cH:10]1)[c:13]1[n:14][c:15]([CH3:20])[cH:16][c:17]([CH3:19])[n:18]1.[NH3:21]>>[C:2](=[O:3])([N:4]([c:5]1[c:6]([Cl:12])[cH:7][cH:8][c:9]([Cl:11])[cH:10]1)[c:13]1[n:14][c:15]([CH3:20])[cH:16][c:17]([CH3:19])[n:18]1)[NH2:21].